Dataset: the Open Reaction Database (ORD), a public repository of structured organic reaction records. Task: describe an organic reaction: reactants, conditions, products, and yield Starting materials: C[C@@]1(C=CCCC1)O ((R)-1-methylcyclohex-2-enol), C[C@@]1(C=CCCC1)O ((R)-1-methylcyclohex-2-enol), CN(C)C=O (DMF), N=1C=NCC1 (4H-imidazole), C(C)(C)(C)[Si](Cl)(C)C (tert-butyldimethylchlorosilane). The reagents and catalysts are CN(C1=CC=NC=C1)C (4-dimethylaminopyridine). Solvent: CCOCC (ether). Reaction conditions: time 8 hour. Product: C(C)(C)(C)[Si](O[C@]1(C=CCCC1)C)(C)C ((R)-tert-butyldimethyl(1-methylcyclohex-2-enyloxy)silane). Reaction SMILES: [CH3:1][C@@:2]1([OH:8])[CH2:7][CH2:6][CH2:5][CH:4]=[CH:3]1.CN(C=O)C.N1C=NCC=1.[C:19]([Si:23]([CH3:26])([CH3:25])Cl)([CH3:22])([CH3:21])[CH3:20]>CN(C)C1C=CN=CC=1.CCOCC>[C:19]([Si:23]([CH3:26])([CH3:25])[O:8][C@:2]1([CH3:1])[CH2:7][CH2:6][CH2:5][CH:4]=[CH:3]1)([CH3:22])([CH3:21])[CH3:20]. Procedure details: To a solution of (R)-1-methylcyclohex-2-enol, 50a, (1.00 g, 8.91 mmol) in 20 dry DMF at room temperature was added 4H-imidazole (1.82 g, 26.74 mmol), tert-butyldimethylchlorosilane (2.02 g, 13.33 mmol) and a catalytic amount of 4-dimethylaminopyridine (0.11 g, 0.89 mmol). The resulting mixture was stirred at room temperature overnight. It was then diluted with ether, washed consecutively with water, citric acid and water. The organic phase was dried with MgSO4, filtered and concentrated in vacuo... Reactants: CN1CCC(NCc2cc(F)cc([N+](=O)[O-])c2)CC1, CO, CCOC(C)=O, Cl, [Fe], [Na+], [OH-]. Yields the product CN1CCC(NCc2cc(N)cc(F)c2)CC1. RXN SMILES: [CH3:1][N:2]1[CH2:3][CH2:4][CH:5]([NH:8][CH2:9][c:10]2[cH:11][c:12]([N+:17]([O-:18])=[O:19])[cH:13][c:14]([F:16])[cH:15]2)[CH2:6][CH2:7]1.[CH3:20][OH:21].[CH3:25][CH2:26][O:27][C:28](=[O:29])[CH3:30].[ClH:22].[Fe:31].[Na+:24].[OH-:23]>>[CH3:1][N:2]1[CH2:3][CH2:4][CH:5]([NH:8][CH2:9][c:10]2[cH:11][c:12]([NH2:17])[cH:13][c:14]([F:16])[cH:15]2)[CH2:6][CH2:7]1. The reactants are COc1cc(C(C)=O)ccc1OCCCCBr, CC#N, [K+], [K+], c1ccc2c(C3CCNCC3)n[nH]c2c1, O=C([O-])[O-], O. The product is COc1cc(C(C)=O)ccc1OCCCCN1CCC(c2n[nH]c3ccccc23)CC1. Reaction SMILES: [Br:16][CH2:17][CH2:18][CH2:19][CH2:20][O:21][c:22]1[c:23]([O:31][CH3:32])[cH:24][c:25]([C:28]([CH3:29])=[O:30])[cH:26][cH:27]1.[CH3:39][C:40]#[N:41].[K+:33].[K+:34].[NH:1]1[CH2:2][CH2:3][CH:4]([c:7]2[n:8][nH:9][c:10]3[cH:11][cH:12][cH:13][cH:14][c:15]23)[CH2:5][CH2:6]1.[O-:35][C:36]([O-:37])=[O:38].[OH2:42]>>[N:1]1([CH2:17][CH2:18][CH2:19][CH2:20][O:21][c:22]2[c:23]([O:31][CH3:32])[cH:24][c:25]([C:28]([CH3:29])=[O:30])[cH:26][cH:27]2)[CH2:2][CH2:3][CH:4]([c:7]2[n:8][nH:9][c:10]3[cH:11][cH:12][cH:13][cH:14][c:15]23)[CH2:5][CH2:6]1. Starting materials: COC=1C=C(C=CC1)B(O)O (3-methoxyphenylboronic acid), N1=CC=CC=C1 (pyridine), CC=1C(=NNC1)C(=O)OCC (Ethyl 4-methyl-1H-pyrazole-3-carboxylate). Reagents/catalysts: C(C)(=O)[O-].[Cu+2].C(C)(=O)[O-] (copper acetate). The solvent is CN(C(C)=O)C (N,N-dimethylacetamide). Reaction conditions: time 8 hour. Product: COC=1C=C(C=CC1)N1N=C(C(=C1)C)C(=O)OCC (ethyl 1-(3-methoxyphenyl)-4-methyl-1H-pyrazole-3-carboxylate). Yield: 43.6%. Reaction SMILES: [CH3:1][C:2]1[C:3]([C:7]([O:9][CH2:10][CH3:11])=[O:8])=[N:4][NH:5][CH:6]=1.[CH3:12][O:13][C:14]1[CH:15]=[C:16](B(O)O)[CH:17]=[CH:18][CH:19]=1.N1C=CC=CC=1>CN(C)C(=O)C.C([O-])(=O)C.[Cu+2].C([O-])(=O)C>[CH3:12][O:13][C:14]1[CH:19]=[C:18]([N:5]2[CH:6]=[C:2]([CH3:1])[C:3]([C:7]([O:9][CH2:10][CH3:11])=[O:8])=[N:4]2)[CH:17]=[CH:16][CH:15]=1 |f:4.5.6|. Procedure details: Ethyl 4-methyl-1H-pyrazole-3-carboxylate (2.58 g) was dissolved in N,N-dimethylacetamide (50 mL), 3-methoxyphenylboronic acid (5.0 g), copper acetate (6.0 g) and pyridine (5.3 mL) were added, and the mixture was stirred at room temperature overnight. The reaction mixture was filtered through celite, 1N hydrochloric acid (50 mL) was added to the filtrate, and the mixture was extracted with diethyl ether. The extract was washed with brine, dried over magnesium sulfate, and concentrated under reduc... Starting materials: O (water), ClC=1C=C(CO)C=CC1OC (3-Chloro-4-methoxybenzyl alcohol), ClC1=NC(=NC=C1C(=O)OCC)SC (ethyl 4-chloro-2-(methylmercapto)pyrimidine-5-carboxylate), [H-].[Na+] (NaH). Solvent: CN(C)C=O (DMF). The product is ClC=1C=C(COC2=NC(=NC=C2C(=O)OCC)SC)C=CC1OC (ethyl 4-(3-chloro-4-methoxybenzyloxy)-2-(methylmercapto)pyrimidine-5-carboxylate). Yield: 11.7%. As a reaction SMILES: [Cl:1][C:2]1[CH:3]=[C:4]([CH:7]=[CH:8][C:9]=1[O:10][CH3:11])[CH2:5][OH:6].[H-].[Na+].Cl[C:15]1[C:20]([C:21]([O:23][CH2:24][CH3:25])=[O:22])=[CH:19][N:18]=[C:17]([S:26][CH3:27])[N:16]=1.O>CN(C=O)C>[Cl:1][C:2]1[CH:3]=[C:4]([CH:7]=[CH:8][C:9]=1[O:10][CH3:11])[CH2:5][O:6][C:19]1[C:20]([C:21]([O:23][CH2:24][CH3:25])=[O:22])=[CH:15][N:16]=[C:17]([S:26][CH3:27])[N:18]=1 |f:1.2|. Reported procedure: 3-Chloro-4-methoxybenzyl alcohol (20 g, 116 mmol) was dissolved in 200 mL of DMF, NaH (7.0 g, 174 mmol) was added under ice-water-bath. After 1 h of reaction, ethyl 4-chloro-2-(methylmercapto)pyrimidine-5-carboxylate (27 g, 116 mmol) was added in portions for continuing the reaction for 3 h. 300 mL of water was added, extraction was performed with ethyl acetate, the organic layer was dried, concentrated and separated with silica gel column (petroleum ether: ethyl acetate=10:1) to obtain ethyl 4-...